Dataset: the Open Reaction Database (ORD), a public repository of structured organic reaction records. Task: describe an organic reaction: reactants, conditions, products, and yield Starting materials: NC1=CC=C(C(=O)O)C=C1 (4-aminobenzoic acid), ClC1=CC=NC=C1 (4-chloropyridine). Reaction SMILES: [NH2:1][C:2]1[CH:10]=[CH:9][C:5]([C:6]([OH:8])=[O:7])=[CH:4][CH:3]=1.Cl[C:12]1[CH:17]=[CH:16][N:15]=[CH:14][CH:13]=1>C(O)(=O)C>[N:15]1[CH:16]=[CH:17][C:12]([NH:1][C:2]2[CH:10]=[CH:9][C:5]([C:6]([OH:8])=[O:7])=[CH:4][CH:3]=2)=[CH:13][CH:14]=1. Run in C(C)(=O)O (acetic acid). Procedure: 4-(4-Pyridinylamino)benzoic acid was prepared from 76.6 g of 4-aminobenzoic acid and 63.5 g of 4-chloropyridine in 240 ml of acetic acid, heated at reflux for 6 hours. With a work-up procedure similar to that of Example 33, there was obtained 50 g of product with the m.p. 322°-324° C.(decompn.). The product is N1=CC=C(C=C1)NC1=CC=C(C(=O)O)C=C1 (4-(4-Pyridinylamino)benzoic acid), product. Starting materials: Cn1nnc(-c2ccc(CBr)cc2)n1, CS(C)=O, CO, CCOC(C)=O, CCN(C(C)C)C(C)C, CCOC(=O)C1CCNCC1. Product: CCOC(=O)C1CCN(Cc2ccc(-c3nnn(C)n3)cc2)CC1. RXN SMILES: [Br:21][CH2:22][c:23]1[cH:24][cH:25][c:26](-[c:29]2[n:30][n:31][n:32]([CH3:34])[n:33]2)[cH:27][cH:28]1.[CH3:35][S:36]([CH3:37])=[O:38].[CH3:39][OH:40].[CH3:41][CH2:42][O:43][C:44](=[O:45])[CH3:46].[CH:12]([N:13]([CH2:14][CH3:15])[CH:16]([CH3:17])[CH3:18])([CH3:19])[CH3:20].[NH:1]1[CH2:2][CH2:3][CH:4]([C:5](=[O:6])[O:7][CH2:8][CH3:9])[CH2:10][CH2:11]1>>[N:1]1([CH2:22][c:23]2[cH:24][cH:25][c:26](-[c:29]3[n:30][n:31][n:32]([CH3:34])[n:33]3)[cH:27][cH:28]2)[CH2:2][CH2:3][CH:4]([C:5](=[O:6])[O:7][CH2:8][CH3:9])[CH2:10][CH2:11]1. The reactants are N(=NC(=O)OC(C)C)C(=O)OC(C)C (diisopropyl azodicarboxylate), C(=O)(OC(C)(C)C)N1[C@@H](CCC1)CO ((S)-(−)-1-Boc-2-pyrrolidine methanol), C1(=CC=CC=C1)O (phenol), C1(=CC=CC=C1)P(C1=CC=CC=C1)C1=CC=CC=C1 (triphenylphosphine). The solvent is C1(=CC=CC=C1)C (toluene), C(Cl)Cl (DCM). Yields the product C(C)(C)(C)OC(=O)N1[C@@H](CCC1)COC1=CC=CC=C1 ((S)-2-phenoxymethyl-pyrrolidine-1-carboxylic acid tert-butyl ester). Yield: 59.6%. As a reaction SMILES: [C:1]([N:8]1[CH2:12][CH2:11][CH2:10][C@H:9]1[CH2:13][OH:14])([O:3][C:4]([CH3:7])([CH3:6])[CH3:5])=[O:2].[C:15]1(O)[CH:20]=[CH:19][CH:18]=[CH:17][CH:16]=1.C1(P(C2C=CC=CC=2)C2C=CC=CC=2)C=CC=CC=1.N(C(OC(C)C)=O)=NC(OC(C)C)=O>C(Cl)Cl.C1(C)C=CC=CC=1>[C:4]([O:3][C:1]([N:8]1[CH2:12][CH2:11][CH2:10][C@H:9]1[CH2:13][O:14][C:15]1[CH:20]=[CH:19][CH:18]=[CH:17][CH:16]=1)=[O:2])([CH3:7])([CH3:6])[CH3:5]. Procedure: A solution of (S)-(−)-1-Boc-2-pyrrolidine methanol (0.267 g, 1.33 mmol), phenol (0.38 g, 4.02 mmol) and triphenylphosphine (0.71 g, 2.71 mmol) in DCM (5 mL) was cooled in an ice-bath and a solution of diisopropyl azodicarboxylate (0.55 g, 2.71 mmol) in toluene (3 mL) was added. The ice-bath was removed and the reaction mixture was stirred at room temperature over the weekend. The mixture was diluted with ether and washed with sodium hydroxide (3 M), then brine, dried over sodium sulfate and evap...